Dataset: the Open Reaction Database (ORD), a public repository of structured organic reaction records. Task: describe an organic reaction: reactants, conditions, products, and yield The reactants are F[B-](F)(F)F, NC(CCNC(=O)OCc1ccccc1)c1nc2cc(Cl)ccc2[nH]1, CCO, Cc1cc(C(=O)O)ccc1C(=O)N1CC=CC1, CN(C)C=O, CCN(C(C)C)C(C)C, Cl, ClCCl, CN(C)C(On1nnc2ccccc21)=[N+](C)C. Yields the product Cc1cc(C(=O)NC(CCNC(=O)OCc2ccccc2)c2nc3cc(Cl)ccc3[nH]2)ccc1C(=O)N1CC=CC1. RXN SMILES: [B-:18]([F:19])([F:20])([F:21])[F:22].[CH2:49]([c:50]1[cH:51][cH:52][cH:53][cH:54][cH:55]1)[O:56][C:57](=[O:58])[NH:59][CH2:60][CH2:61][CH:62]([c:63]1[n:64][c:65]2[c:66]([nH:67]1)[cH:68][cH:69][c:70]([Cl:72])[cH:71]2)[NH2:73].[CH2:80]([OH:81])[CH3:82].[CH3:1][c:2]1[cH:3][c:4]([C:5](=[O:6])[OH:7])[cH:8][cH:9][c:10]1[C:11](=[O:12])[N:13]1[CH2:14][CH:15]=[CH:16][CH2:17]1.[CH3:75][N:76]([CH3:77])[CH:78]=[O:79].[CH:40]([N:41]([CH:42]([CH3:43])[CH3:44])[CH2:45][CH3:46])([CH3:47])[CH3:48].[Cl:74].[Cl:83][CH2:84][Cl:85].[n:23]1([O:24][C:25]([N:26]([CH3:27])[CH3:28])=[N+:29]([CH3:30])[CH3:31])[c:32]2[cH:33][cH:34][cH:35][cH:36][c:37]2[n:38][n:39]1>>[CH3:1][c:2]1[cH:3][c:4]([C:5](=[O:7])[NH:73][CH:62]([CH2:61][CH2:60][NH:59][C:57]([O:56][CH2:49][c:50]2[cH:51][cH:52][cH:53][cH:54][cH:55]2)=[O:58])[c:63]2[n:64][c:65]3[c:66]([nH:67]2)[cH:68][cH:69][c:70]([Cl:72])[cH:71]3)[cH:8][cH:9][c:10]1[C:11](=[O:12])[N:13]1[CH2:14][CH:15]=[CH:16][CH2:17]1.